From a dataset of the Open Reaction Database (ORD), a public repository of structured organic reaction records. describe an organic reaction: reactants, conditions, products, and yield Reactants: C(C)(C)(C)OC(=O)NC(C(=O)OCCl)(C)C (chloromethyl 2-((tert-butoxycarbonyl)amino)-2-methylpropanoate), ClC1=CC=C(C=C1)C=1C=C2C(=NC1)NC=C2C(=O)C=2C(=C(C=CC2F)NS(=O)(=O)CCC)F (N-(3-(5-(4-chlorophenyl)-1H-pyrrolo[2,3-b]pyridine-3-carbonyl)-2,4-difluorophenyl)propane-1-sulfonamide), [OH-].[K+] (KOH). Solvent: CN(C)C=O (DMF), CN(C)C=O (DMF). Yields the product C(C)(C)(C)OC(=O)NC(C(=O)OCN1C=C(C=2C1=NC=C(C2)C2=CC=C(C=C2)Cl)C(C2=C(C(=CC=C2F)NS(=O)(=O)CCC)F)=O)(C)C ((5-(4-chlorophenyl)-3-(2,6-difluoro-3-(propylsulfonamido)benzoyl)-1H-pyrrolo[2,3-b]pyridin-1-yl)methyl 2-((tert-butoxycarbonyl)amino)-2-methylpropanoate), solid. Yield: 78.7%. Reaction SMILES: [Cl:1][C:2]1[CH:7]=[CH:6][C:5]([C:8]2[CH:9]=[C:10]3[C:16]([C:17]([C:19]4[C:20]([F:33])=[C:21]([NH:26][S:27]([CH2:30][CH2:31][CH3:32])(=[O:29])=[O:28])[CH:22]=[CH:23][C:24]=4[F:25])=[O:18])=[CH:15][NH:14][C:11]3=[N:12][CH:13]=2)=[CH:4][CH:3]=1.[OH-].[K+].[C:36]([O:40][C:41]([NH:43][C:44]([CH3:51])([CH3:50])[C:45]([O:47][CH2:48]Cl)=[O:46])=[O:42])([CH3:39])([CH3:38])[CH3:37]>CN(C=O)C>[C:36]([O:40][C:41]([NH:43][C:44]([CH3:51])([CH3:50])[C:45]([O:47][CH2:48][N:14]1[C:11]2=[N:12][CH:13]=[C:8]([C:5]3[CH:6]=[CH:7][C:2]([Cl:1])=[CH:3][CH:4]=3)[CH:9]=[C:10]2[C:16]([C:17](=[O:18])[C:19]2[C:24]([F:25])=[CH:23][CH:22]=[C:21]([NH:26][S:27]([CH2:30][CH2:31][CH3:32])(=[O:28])=[O:29])[C:20]=2[F:33])=[CH:15]1)=[O:46])=[O:42])([CH3:39])([CH3:38])[CH3:37] |f:1.2|. Reported procedure: The title compound was prepared according to the procedure as described in Example 14 Step 2 using N-(3-(5-(4-chlorophenyl)-1H-pyrrolo[2,3-b]pyridine-3-carbonyl)-2,4-difluorophenyl)propane-1-sulfonamide (0.3 g, 0.61 mmol) in DMF (2.5 mL), KOH (69 mg, 0.4 mmol), and a solution of chloromethyl 2-((tert-butoxycarbonyl)amino)-2-methylpropanoate (158 mg, 0.61 mmol) in DMF (0.5 mL). The title compound was purified by a silica gel columnchromatography (PE/EtOAc (v/v)=4/1 to 3/1) and was obtained as a w... Reactants: C(C)(C)(C)OC(=O)[C@H](C(=O)O)[C@H](\C=C\C)C1=CC=C(C=C1)C(F)(F)F ((2S,3S,E)-2-(tert-butoxycarbonyl)-3-(4-(trifluoromethyl)phenyl)hex-4-enoic acid), CO (MeOH), [Si](C)(C)(C)C=[N+]=[N-] (TMS diazomethane), CCCCCC (hexane). The solvent is hexanes, C1=CC=CC=C1 (benzene). Product: C(C)(C)(C)OC(=O)[C@H](C(=O)OC)[C@H](\C=C\C)C1=CC=C(C=C1)C(F)(F)F ((2S,3S,E)-methyl 2-(tert-butoxycarbonyl)-3-(4-(trifluoromethyl)phenyl)hex-4-enoate). The yield is 98.0%. Reaction SMILES: [C:1]([O:5][C:6]([C@@H:8]([C@@H:12]([C:16]1[CH:21]=[CH:20][C:19]([C:22]([F:25])([F:24])[F:23])=[CH:18][CH:17]=1)/[CH:13]=[CH:14]/[CH3:15])[C:9]([OH:11])=[O:10])=[O:7])([CH3:4])([CH3:3])[CH3:2].CO.[Si](C=[N+]=[N-])(C)(C)[CH3:29].CCCCCC>C1C=CC=CC=1>[C:1]([O:5][C:6]([C@@H:8]([C@@H:12]([C:16]1[CH:17]=[CH:18][C:19]([C:22]([F:23])([F:24])[F:25])=[CH:20][CH:21]=1)/[CH:13]=[CH:14]/[CH3:15])[C:9]([O:11][CH3:29])=[O:10])=[O:7])([CH3:2])([CH3:3])[CH3:4]. Reported procedure: (2S,3S,E)-2-(tert-butoxycarbonyl)-3-(4-(trifluoromethyl)phenyl)hex-4-enoic acid (5.3 g, 14 mmol) was taken up in 70 mL of 3.5:1 benzene:MeOH. TMS diazomethane, 2M in hexane (7.8 mL, 16 mmol) was added slowly to the mixture. Bubbling ensued. Approximately 2 mL excess TMS diazomethane reagent was added, presumably due to loss of titer of the reagent. The bubbling was monitored, and the addition was stopped when the bubbling ceased. The solvent was removed under reduced pressure. The mixture was tr...